This data is from the Open Reaction Database (ORD), a public repository of structured organic reaction records. The task is: describe an organic reaction: reactants, conditions, products, and yield Reactants: BrC1=C(C(=CC=2C(=CCC(C12)(C)C)C(C)(C)C)/C(=C(\C=C\C(=C\C(=O)OCC)\C)/F)/C)OC(C)C (ethyl (2E,4E,6E)-7-(4-bromo-8-tert-butyl-3-isopropoxy-5,5-dimethyl-5,6-dihydro-naphthalen-2-yl)-6-fluoro-3-methyl-octa-2,4,6-trienoate), [OH-].[Na+] (NaOH). Solvent: C(C)O (ethanol). Yields the product BrC1=C(C(=CC=2C(=CCC(C12)(C)C)C(C)(C)C)/C(=C(\C=C\C(=C\C(=O)O)\C)/F)/C)OC(C)C ((2E,4E,6E)-7-(4 Bromo-8-tert-butyl-3-isopropoxy-5,5-dimethyl-5,6 dihydro-naphthalen-2-yl)-6-fluoro-3-methyl-octa-2,4,6-trienoic acid). As a reaction SMILES: [Br:1][C:2]1[C:11]2[C:10]([CH3:13])([CH3:12])[CH2:9][CH:8]=[C:7]([C:14]([CH3:17])([CH3:16])[CH3:15])[C:6]=2[CH:5]=[C:4](/[C:18](/[CH3:31])=[C:19](/[F:30])\[CH:20]=[CH:21]\[C:22](\[CH3:29])=[CH:23]\[C:24]([O:26]CC)=[O:25])[C:3]=1[O:32][CH:33]([CH3:35])[CH3:34].[OH-].[Na+]>C(O)C>[Br:1][C:2]1[C:11]2[C:10]([CH3:12])([CH3:13])[CH2:9][CH:8]=[C:7]([C:14]([CH3:17])([CH3:15])[CH3:16])[C:6]=2[CH:5]=[C:4](/[C:18](/[CH3:31])=[C:19](/[F:30])\[CH:20]=[CH:21]\[C:22](\[CH3:29])=[CH:23]\[C:24]([OH:26])=[O:25])[C:3]=1[O:32][CH:33]([CH3:35])[CH3:34] |f:1.2|. Reported procedure: As described in General Procedure J-1, ethyl (2E,4E,6E)-7-(4-bromo-8-tert-butyl-3-isopropoxy-5,5-dimethyl-5,6-dihydro-naphthalen-2-yl)-6-fluoro-3-methyl-octa-2,4,6-trienoate (Compound A-164, 46 mg, 0.08 mmol) in ethanol was treated with a solution of 1 N NaOH to produce the title compound after purification by recrystallization from acetonitrile. Starting materials: ClCCl, CC(C)=O, [K+], [K+], [K+], [K+], [OH-], O, C=C(Oc1ccccc1)C1(O)CCC2C3CCC4=CC(=O)CCC4(C)C3=CCC21C, O=P([O-])([O-])[O-], Cc1ccccc1. Yields the product CC(=O)OCC(=O)C1(O)CCC2C3CCC4=CC(=O)CCC4(C)C3=CCC21C. Reaction SMILES: [CH2:46]([Cl:47])[Cl:48].[CH3:41][C:42]([CH3:43])=[O:44].[K+:36].[K+:37].[K+:38].[K+:40].[OH-:39].[OH2:45].[OH:1][C:2]1([C:3](=[CH2:4])[O:5][c:6]2[cH:7][cH:8][cH:9][cH:10][cH:11]2)[CH2:12][CH2:13][CH:14]2[CH:15]3[CH2:16][CH2:17][C:18]4=[CH:19][C:20](=[O:30])[CH2:21][CH2:22][C:23]4([CH3:24])[C:25]3=[CH:26][CH2:27][C:28]12[CH3:29].[P:31]([O-:32])([O-:33])([O-:34])=[O:35].[c:49]1([CH3:50])[cH:51][cH:52][cH:53][cH:54][cH:55]1>>[OH:1][C:2]1([C:3](=[O:4])[CH2:5][O:39][C:42]([CH3:43])=[O:44])[CH2:12][CH2:13][CH:14]2[CH:15]3[CH2:16][CH2:17][C:18]4=[CH:19][C:20](=[O:30])[CH2:21][CH2:22][C:23]4([CH3:24])[C:25]3=[CH:26][CH2:27][C:28]12[CH3:29]. Reactants: C(#N)C1=CC=C(C=C1)CCOC1=CC=C(C=C2C(NC(S2)=O)=O)C=C1 (5-(4-[2-(4-cyanophenyl)ethoxy]benzylidene)thiazolidine-2,4-dione), C(C)OC(=O)C1=C(NC(=C(C1)C(=O)OCC)C)C (diethyl-1,4-dihydro-2,6-dimethyl-3,5-pyridine dicarboxylate). Run in C(C)(=O)OCC (ethyl acetate). Run at temperature 210 celsius. Yields the product C(#N)C1=CC=C(C=C1)CCOC1=CC=C(C=C1)CC1C(NC(S1)=O)=O (5-([4-[2-(4-Cyanophenyl)ethoxy]phenyl]methyl)thiazolidine-2,4-dione). Isolated yield 16.8%. Reaction SMILES: [C:1]([C:3]1[CH:8]=[CH:7][C:6]([CH2:9][CH2:10][O:11][C:12]2[CH:25]=[CH:24][C:15]([CH:16]=[C:17]3[S:21][C:20](=[O:22])[NH:19][C:18]3=[O:23])=[CH:14][CH:13]=2)=[CH:5][CH:4]=1)#[N:2].C(OC(C1CC(C(OCC)=O)=C(C)NC=1C)=O)C>C(OCC)(=O)C>[C:1]([C:3]1[CH:4]=[CH:5][C:6]([CH2:9][CH2:10][O:11][C:12]2[CH:25]=[CH:24][C:15]([CH2:16][CH:17]3[S:21][C:20](=[O:22])[NH:19][C:18]3=[O:23])=[CH:14][CH:13]=2)=[CH:7][CH:8]=1)#[N:2]. Procedure: 3.9 g (11 mmole) 5-(4-[2-(4-cyanophenyl)ethoxy]benzylidene)thiazolidine-2,4-dione and 3.88 g (15 mmole) diethyl-1,4-dihydro-2,6-dimethyl-3,5-pyridine dicarboxylate were mixed and heated to 210° C. under vacuum for 1 hour. The solid material was dissolved in ethyl acetate, evaporated in vacuo, purified by chromatography on silica gel with first dichloromethane, then dichloromethane:diethyl ether (95:5) and finally dichloromethane:methanol (95:5) as eluents. Crystallization in acetone/water gave 0... Reactants: Cl, [K+], O=[Mn](=O)(=O)[O-], N#CCc1ccccc1, [Na+], O, OCc1ccccc1, O=S([O-])O, c1ccccc1. The product is O=C(O)c1ccccc1. RXN SMILES: [ClH:29].[K+:6].[Mn:1]([O-:2])(=[O:3])(=[O:4])=[O:5].[N:7]#[C:8][CH2:9][c:10]1[cH:11][cH:12][cH:13][cH:14][cH:15]1.[Na+:28].[OH2:30].[OH:16][CH2:17][c:18]1[cH:19][cH:20][cH:21][cH:22][cH:23]1.[S:24]([O-:25])(=[O:26])[OH:27].[cH:31]1[cH:32][cH:33][cH:34][cH:35][cH:36]1>>[OH:16][C:17]([c:18]1[cH:19][cH:20][cH:21][cH:22][cH:23]1)=[O:25]. Product: CC(C(CP(OC)(OC)=O)=O)(COCCC)C (dimethyl 3,3-dimethyl-2-oxo-5-oxaoctylphosphonate). Procedure details: n-Butyl lithium in hexane (1.59N, 63.3 ml, 0.1 mol) was added dropwise under argon atmosphere with stirring to a solution of dimethyl methylphosphonate (12.4 g, 0.1 mol) in anhydrous THF (80 ml) at -78° C., and stirred for 30 min. To the reaction mixture was added dropwise a solution of methyl 2,2-dimethyl-4-oxaheptylate (7.0 g, 0.04 mol) in anhydrous THF (10 ml). The mixture was stirred for 30 min. and allowed to warm to 0° C. To the resulting mixture were added acetic acid (6.2 ml) and water (... Yield: 57.5%. Reactants: CCCOCC(C)(C)C(=O)OC (methyl 2,2-dimethyl-4-oxaheptylate), C(CCC)[Li] (n-Butyl lithium), CCCCCC (hexane), CP(OC)(OC)=O (dimethyl methylphosphonate). Run in C1CCOC1 (THF), C(C)(=O)OCC.C1CCCCC1 (ethyl acetate cyclohexane), O (water), C(C)(=O)O (acetic acid), C1CCOC1 (THF). Run at temperature 0 celsius, time 30 minute. RXN SMILES: C([Li])CCC.CCCCCC.[CH3:12][P:13](=[O:18])([O:16][CH3:17])[O:14][CH3:15].[CH3:19][CH2:20][CH2:21][O:22][CH2:23][C:24]([C:27](OC)=[O:28])([CH3:26])[CH3:25]>C1COCC1.C(OCC)(=O)C.C1CCCCC1.O.C(O)(=O)C>[CH3:25][C:24]([CH3:26])([CH2:23][O:22][CH2:21][CH2:20][CH3:19])[C:27](=[O:28])[CH2:12][P:13](=[O:18])([O:16][CH3:17])[O:14][CH3:15] |f:5.6|. Starting materials: S(=O)(=O)(O)[O-].[K+] (potassium hydrogensulfate), CC(C)([O-])C.[K+] (potassium t-butoxide), C(C)(=O)N (acetamide), N,N'-carbonyldiimidazole, C(C)(C)(C)C1=C(C=C(C=C1)C(=O)O)NC(CC(CCCCCC)C1=C(C=C(C=C1)OC)OC)=O (N-(2-t-butyl-5-carboxyphenyl)-3-(2,4-dimethoxyphenyl)nonanamide), ester, ester, C(O)([O-])=O.[Na+] (sodium hydrogencarbonate). Solvent: CC(=O)N(C)C (dimethylacetamide), O1CCCC1 (tetrahydrofuran), C(C)(=O)OCC (ethyl acetate). Conditions: temperature 40 celsius, time 3 hour. Yields the product C(C)(C)(C)C1=C(C=C(C=C1)C(=O)NC(C)=O)NC(CC(CCCCCC)C1=C(C=C(C=C1)OC)OC)=O (N-(2-t-Butyl-5-acetylaminocarbonylphenyl)-3-(2,4-dimethoxyphenyl)nonanamide). Isolated yield 75.0%. As a reaction SMILES: [C:1]([C:5]1[CH:10]=[CH:9]C(C(O)=O)=[CH:7][C:6]=1[NH:14][C:15](=[O:34])[CH2:16][CH:17]([C:24]1[CH:29]=[CH:28][C:27]([O:30][CH3:31])=[CH:26][C:25]=1[O:32][CH3:33])[CH2:18][CH2:19][CH2:20][CH2:21][CH2:22][CH3:23])([CH3:4])([CH3:3])[CH3:2].C(=O)([O-])O.[Na+].[CH3:40][C:41](C)([O-:43])C.[K+].[C:46]([NH2:49])(=[O:48])[CH3:47].S([O-])(O)(=O)=O.[K+]>O1CCCC1.CC(N(C)C)=O.C(OCC)(=O)C>[C:1]([C:5]1[CH:10]=[CH:9][C:47]([C:46]([NH:49][C:41](=[O:43])[CH3:40])=[O:48])=[CH:7][C:6]=1[NH:14][C:15](=[O:34])[CH2:16][CH:17]([C:24]1[CH:29]=[CH:28][C:27]([O:30][CH3:31])=[CH:26][C:25]=1[O:32][CH3:33])[CH2:18][CH2:19][CH2:20][CH2:21][CH2:22][CH3:23])([CH3:3])([CH3:4])[CH3:2] |f:1.2,3.4,6.7|. Reported procedure: 0.63 g of N,N'-carbonyldiimidazole was added to a solution of 1.208 g of N-(2-t-butyl-5-carboxyphenyl)-3-(2,4-dimethoxyphenyl)nonanamide (prepared as described in Preparation 31D) in 12 ml of tetrahydrofuran, and the resulting mixture was stirred at 40° C. for 3 hours. At the end of this time, the reaction mixture was poured into a mixture of a saturated aqueous solution of sodium hydrogencarbonate and ethyl acetate and was partitioned between the aqueous and organic phases. The ethyl acetate ph... Starting materials: CC(C)(C)OC(=O)OC(=O)OC(C)(C)C (Boc2O), phase-transfer, S(N)(O)(=O)=O (sulfamic acid), {Ir(cod)Cl}2, (3,5-dioxa-4-phospha-cyclohepta[2,1-a; 3,4-a′]diphenyl-4-en)-dibenzo[b,f]azepine, [OH-].[Na+] (sodium hydroxide), C1(=CC=CC=C1)CCC(C=C)O (5-Phenylpent-1-en-3-ol). The reagents and catalysts are [N+](CCCC)(CCCC)(CCCC)CCCC.[O-]S(=O)(=O)O (n-Bu4NHSO4). Run in CN(C=O)C (N,N-Dimethylformamide). Run at temperature 23 celsius, time 15 minute. The product is C1(=CC=CC=C1)CCC(C=C)NC(OC(C)(C)C)=O (tert-butyl 5-phenylpent-1-en-3-ylcarbamate). Yield: 72.0%. As a reaction SMILES: [C:1]1([CH2:7][CH2:8][CH:9](O)[CH:10]=[CH2:11])[CH:6]=[CH:5][CH:4]=[CH:3][CH:2]=1.S(=O)(=O)(O)[NH2:14].[CH3:18][C:19]([O:22][C:23]([O:25]C(OC(C)(C)C)=O)=O)([CH3:21])[CH3:20].[OH-].[Na+]>[N+](CCCC)(CCCC)(CCCC)CCCC.[O-]S(O)(=O)=O.CN(C)C=O>[C:1]1([CH2:7][CH2:8][CH:9]([NH:14][C:23](=[O:25])[O:22][C:19]([CH3:21])([CH3:20])[CH3:18])[CH:10]=[CH2:11])[CH:6]=[CH:5][CH:4]=[CH:3][CH:2]=1 |f:3.4,5.6|. Procedure: A Schlenk flask under argon was charged with {Ir(cod)Cl}2 (10 mg, 15 μmol, 3 mol %) and ligand (3,5-dioxa-4-phospha-cyclohepta[2,1-a; 3,4-a′]diphenyl-4-en)-dibenzo[b,f]azepine (12 mg, 30 μmol, 6 mol %). N,N-Dimethylformamide (2 mL) was added and the reaction mixture was stirred at 23° C. for 15 min. 5-Phenylpent-1-en-3-ol (81 mg, 0.50 mmol, 1 eq.) was added via syringe followed by the addition of solid sulfamic acid (49 mg, 0.50 mmol, 1 eq.). The resulting reaction mixture was heated to 50° C. C... The reactants are O=C([O-])[O-], CC(C)=O, CC(C)I, Cl, [K+], [K+], COC(=O)c1ccc(O)cc1O. Yields the product COC(=O)c1ccc(OC(C)C)cc1O. As a reaction SMILES: [C:13](=[O:14])([O-:15])[O-:16].[CH3:24][C:25](=[O:26])[CH3:27].[CH:19]([CH3:20])([CH3:21])[I:22].[ClH:23].[K+:17].[K+:18].[OH:1][c:2]1[c:3]([C:4](=[O:5])[O:6][CH3:7])[cH:8][cH:9][c:10]([OH:12])[cH:11]1>>[OH:1][c:2]1[c:3]([C:4](=[O:5])[O:6][CH3:7])[cH:8][cH:9][c:10]([O:12][CH:19]([CH3:20])[CH3:21])[cH:11]1.